From a dataset of the Open Reaction Database (ORD), a public repository of structured organic reaction records. describe an organic reaction: reactants, conditions, products, and yield Starting materials: ClCCCCOC=1C=CC2=C(C(OC(N2)=O)(C)C)C1 (6-(4-chlorobutoxy)-4,4-dimethyl-4H-3,1-benzoxazin-2-one), SC1=NC=CC=N1 (2-mercapto-pyrimidine). Yields the product N1=C(N=CC=C1)SCCCCOC=1C=CC2=C(C(OC(N2)=O)(C)C)C1 (6-[4-(2-Pyrimidinylmercapto)-butoxy]-4,4-dimethyl-4H-3,1-benzoxazin-2-one). RXN SMILES: Cl[CH2:2][CH2:3][CH2:4][CH2:5][O:6][C:7]1[CH:8]=[CH:9][C:10]2[NH:15][C:14](=[O:16])[O:13][C:12]([CH3:18])([CH3:17])[C:11]=2[CH:19]=1.[SH:20][C:21]1[N:26]=[CH:25][CH:24]=[CH:23][N:22]=1>>[N:22]1[CH:23]=[CH:24][CH:25]=[N:26][C:21]=1[S:20][CH2:2][CH2:3][CH2:4][CH2:5][O:6][C:7]1[CH:8]=[CH:9][C:10]2[NH:15][C:14](=[O:16])[O:13][C:12]([CH3:18])([CH3:17])[C:11]=2[CH:19]=1. Procedure: Prepared analogously to Example 1 from 6-(4-chlorobutoxy)-4,4-dimethyl-4H-3,1-benzoxazin-2-one and 2-mercapto-pyrimidine. The reactants are Cl.N1=CN=C(C2=C1NC=C2)N2C[C@@H](CC2)N ((R)-1-(7H-pyrrolo[2,3-d]pyrimidin-4-yl)pyrrolidin-3-amine hydrochloride), C(CC)=O (propionaldehyde), NaBH(OAC)3. The solvent is C1CCOC1 (THF). Product: C(CC)N[C@H]1CN(CC1)C=1C2=C(N=CN1)NC=C2 ((R)—N-propyl-1-(7H-pyrrolo[2,3-d]pyrimidin-4-yl)pyrrolidin-3-amine). Reaction SMILES: Cl.[N:2]1[C:7]2[NH:8][CH:9]=[CH:10][C:6]=2[C:5]([N:11]2[CH2:15][CH2:14][C@@H:13]([NH2:16])[CH2:12]2)=[N:4][CH:3]=1.[CH:17](=O)[CH2:18][CH3:19]>C1COCC1>[CH2:17]([NH:16][C@@H:13]1[CH2:14][CH2:15][N:11]([C:5]2[C:6]3[CH:10]=[CH:9][NH:8][C:7]=3[N:2]=[CH:3][N:4]=2)[CH2:12]1)[CH2:18][CH3:19] |f:0.1|. Procedure details: A mixture of (R)-1-(7H-pyrrolo[2,3-d]pyrimidin-4-yl)pyrrolidin-3-amine hydrochloride (50 mg, 0.24 mmol), propionaldehyde (15 mg, 0.26 mmol) and NaBH(OAC)3 (61 mg, 1.2 mmol) in THF (5 mL) was stirred at the ambient temperature for minutes. It was then quenched with water (2 mL) and extracted with EtOAc (3×10 mL). The combined extracts were washed with brine (3×5 mL), dried over anhydrous Na2SO4, filtered, and concentrated to give the title compound. MS (m/z): 246 (M+H)+. Reactants: [Na] (sodium), N (ammonia), NC1=C(C=CC=C1)SC=1C(=C(C(C#N)=C(C1Cl)OCCCCCCCC)C#N)OCCCCCCCC (4-(2-aminophenylthio)-5-chloro-3,6-di-n-octyloxyphthalonitrile). Solvent: C(CC)O (n-propyl alcohol). Run at time 20 hour. The product is NC1=C(C=CC=C1)SC=1C(=C2C(NC(C2=C(C1Cl)OCCCCCCCC)=N)=N)OCCCCCCCC (5-(2-aminophenylthio)-6-chloro-1,3-diimino-4,7-di-n-octyloxyisoindoline). The yield is 44.4%. As a reaction SMILES: [Na].[NH3:2].[NH2:3][C:4]1[CH:9]=[CH:8][CH:7]=[CH:6][C:5]=1[S:10][C:11]1[C:12]([O:31][CH2:32][CH2:33][CH2:34][CH2:35][CH2:36][CH2:37][CH2:38][CH3:39])=[C:13]([C:29]#[N:30])[C:14](=[C:17]([O:20][CH2:21][CH2:22][CH2:23][CH2:24][CH2:25][CH2:26][CH2:27][CH3:28])[C:18]=1[Cl:19])[C:15]#[N:16]>C(O)CC>[NH2:3][C:4]1[CH:9]=[CH:8][CH:7]=[CH:6][C:5]=1[S:10][C:11]1[C:12]([O:31][CH2:32][CH2:33][CH2:34][CH2:35][CH2:36][CH2:37][CH2:38][CH3:39])=[C:13]2[C:14](=[C:17]([O:20][CH2:21][CH2:22][CH2:23][CH2:24][CH2:25][CH2:26][CH2:27][CH3:28])[C:18]=1[Cl:19])[C:15](=[NH:16])[NH:30][C:29]2=[NH:2] |^1:0|. Procedure details: To a solution of sodium metal (0.9 g) in n-propyl alcohol (265 mL) was fed gaseous ammonia at a flow rate of 120 mL/min. at room temperature for 1 hour. Then, 35.8 g of 4-(2-aminophenylthio)-5-chloro-3,6-di-n-octyloxyphthalonitrile was added and the mixture was stirred at 50~60° C. for 20 hours. After cooling, the reaction mixture was worked up in the same manner as in Example 1 to provide 16.4 g (yield 44.4%) of 5-(2-aminophenylthio)-6-chloro-1,3-diimino-4,7-di-n-octyloxyisoindoline of the foll... Run at time 8 hour. RXN SMILES: [CH2:1]([N:8]1[CH2:13][CH2:12][CH2:11][C:10](=O)[CH2:9]1)[C:2]1[CH:7]=[CH:6][CH:5]=[CH:4][CH:3]=1.C(OC(C)(C)C)(=O)[NH:16][NH2:17].CO.C([BH3-])#N.[Na+].[OH-].[Na+]>>[CH2:1]([N:8]1[CH2:13][CH2:12][CH2:11][CH:10]([NH:16][NH2:17])[CH2:9]1)[C:2]1[CH:7]=[CH:6][CH:5]=[CH:4][CH:3]=1 |f:3.4,5.6|. Reactants: C(C1=CC=CC=C1)N1CC(CCC1)=O (1-benzylpiperidin-3-one), C(NN)(=O)OC(C)(C)C (tert-Butyl carbazate), CO (Methanol), C(#N)[BH3-].[Na+] (Sodium cyanoborohydride), [OH-].[Na+] (NaOH). Procedure: To a solution of 1-benzylpiperidin-3-one (2.0 g, 0.0089 mol), and tert-Butyl carbazate (1.17 g, 0.00886 mol) in Methanol (31 mL, 0.78 mol) was added Sodium cyanoborohydride (1.11 g, 0.0177 mol) portionwise at 0° C. The mixture was stirred at room temperature overnight. The reaction mixture was basified with 1N NaOH solution and a white precipitate crashed out of solution. The reaction mixture was filtered and the white solid was allowed to air dry to give 1-benzyl-3-hydrazinylpiperidine. Yields the product C(C1=CC=CC=C1)N1CC(CCC1)NN (1-benzyl-3-hydrazinylpiperidine). Reactants: CC#CCO, CS(=O)(=O)c1nsc(-c2ccccc2F)n1, CS(=O)c1nsc(-c2ccccc2F)n1, CN(C)C=O, [Cl-], [H-], [Na+], [Na+]. Product: CC#CCOc1nsc(-c2ccccc2F)n1. Reaction SMILES: [CH2:32]([C:33]#[C:34][CH3:35])[OH:36].[CH3:16][S:17]([c:18]1[n:19][c:20](-[c:21]2[cH:22][cH:23][cH:24][cH:25][c:26]2[F:27])[s:28][n:29]1)(=[O:30])=[O:31].[CH3:1][S:2](=[O:3])[c:4]1[n:5][s:6][c:7](-[c:9]2[c:10]([F:15])[cH:11][cH:12][cH:13][cH:14]2)[n:8]1.[CH3:41][N:42]([CH3:43])[CH:44]=[O:45].[Cl-:40].[H-:37].[Na+:38].[Na+:39]>>[c:4]1([O:36][CH2:32][C:33]#[C:34][CH3:35])[n:5][s:6][c:7](-[c:9]2[c:10]([F:15])[cH:11][cH:12][cH:13][cH:14]2)[n:8]1. The reactants are C(C1=CC=CC=C1)(=O)NC1=CC=C(C=C1)C1=CC=C2CN(C(C2=C1)=O)[C@H](C(=O)O)C(C)C ((S)-2-(6-(4-Benzamidophenyl)-1-oxoisoindolin-2-yl)-3-methylbutanoic acid), ClC1=CC=C(C(=O)NC2=CC=C(C=C2)C2=CC=C3CN(C(C3=C2)=O)C2(CCCC2)C(=O)OC)C=C1 (Methyl 1-(6-(4-(4-chlorobenzamido)phenyl)-1-oxoisoindolin-2-yl)cyclopentane carboxylate). Product: ClC1=CC=C(C(=O)NC2=CC=C(C=C2)C2=CC=C3CN(C(C3=C2)=O)C2(CCCC2)C(=O)O)C=C1 (1-(6-(4-(4-Chlorobenzamido)phenyl)-1-oxoisoindolin-2-yl)cyclopentane carboxylic acid). Yield: 70.0%. As a reaction SMILES: C(NC1C=CC(C2C=C3C(CN([C@@H](C(C)C)C(O)=O)C3=O)=CC=2)=CC=1)(=O)C1C=CC=CC=1.[Cl:33][C:34]1[CH:67]=[CH:66][C:37]([C:38]([NH:40][C:41]2[CH:46]=[CH:45][C:44]([C:47]3[CH:55]=[C:54]4[C:50]([CH2:51][N:52]([C:57]5([C:62]([O:64]C)=[O:63])[CH2:61][CH2:60][CH2:59][CH2:58]5)[C:53]4=[O:56])=[CH:49][CH:48]=3)=[CH:43][CH:42]=2)=[O:39])=[CH:36][CH:35]=1>>[Cl:33][C:34]1[CH:67]=[CH:66][C:37]([C:38]([NH:40][C:41]2[CH:46]=[CH:45][C:44]([C:47]3[CH:55]=[C:54]4[C:50]([CH2:51][N:52]([C:57]5([C:62]([OH:64])=[O:63])[CH2:58][CH2:59][CH2:60][CH2:61]5)[C:53]4=[O:56])=[CH:49][CH:48]=3)=[CH:43][CH:42]=2)=[O:39])=[CH:36][CH:35]=1. Reported procedure: The compound of example 533 was prepared analogous to compound of example 98 by hydrolysis of compound of example 532.